From a dataset of the Open Reaction Database (ORD), a public repository of structured organic reaction records. describe an organic reaction: reactants, conditions, products, and yield Product: NCc1cccc(Cc2ccccc2)c1. Starting materials: NC(=O)c1cccc(Cc2ccccc2)c1, COCCO[Al+]OCCOC, Cc1ccccc1, [H-], [H-], [Na+]. As a reaction SMILES: [CH2:1]([c:2]1[cH:3][cH:4][cH:5][cH:6][cH:7]1)[c:8]1[cH:9][c:10]([C:11](=[O:12])[NH2:13])[cH:14][cH:15][cH:16]1.[CH3:18][O:19][CH2:20][CH2:21][O:22][Al+:23][O:24][CH2:25][CH2:26][O:27][CH3:28].[CH3:31][c:32]1[cH:33][cH:34][cH:35][cH:36][cH:37]1.[H-:17].[H-:30].[Na+:29]>>[CH2:1]([c:2]1[cH:3][cH:4][cH:5][cH:6][cH:7]1)[c:8]1[cH:9][c:10]([CH2:11][NH2:13])[cH:14][cH:15][cH:16]1. Starting materials: BrCc1ccccc1, COCCOC, [H-], CCOC(=O)CCCCCS(=O)(=O)Nc1ccccc1, [Na+], O. The product is CCOC(=O)CCCCCS(=O)(=O)N(Cc1ccccc1)c1ccccc1. As a reaction SMILES: [CH2:23]([c:24]1[cH:25][cH:26][cH:27][cH:28][cH:29]1)[Br:30].[CH3:32][O:33][CH2:34][CH2:35][O:36][CH3:37].[H-:21].[NH:1]([c:2]1[cH:3][cH:4][cH:5][cH:6][cH:7]1)[S:8](=[O:9])(=[O:10])[CH2:11][CH2:12][CH2:13][CH2:14][CH2:15][C:16](=[O:17])[O:18][CH2:19][CH3:20].[Na+:22].[OH2:31]>>[N:1]([c:2]1[cH:3][cH:4][cH:5][cH:6][cH:7]1)([S:8](=[O:9])(=[O:10])[CH2:11][CH2:12][CH2:13][CH2:14][CH2:15][C:16](=[O:17])[O:18][CH2:19][CH3:20])[CH2:23][c:24]1[cH:25][cH:26][cH:27][cH:28][cH:29]1. Starting materials: ClC1=CC(=C(C=C1)[N+](=O)[O-])[N+](=O)[O-] (4-chloro-1,2-dinitrobenzene), NCCN1CCOCC1 (4-(2-aminoethyl)morpholine). Solvent: CCO (EtOH). Run at time 20 hour. Product: ClC1=CC(=C(C=C1)[N+](=O)[O-])NCCN1CCOCC1 (4-Chloro-2-[N-[2-(morpholin-4-yl)ethyl]amino]-1-nitrobenzene). Isolated yield 62.2%. RXN SMILES: [Cl:1][C:2]1[CH:7]=[CH:6][C:5]([N+:8]([O-:10])=[O:9])=[C:4]([N+:11]([O-])=O)[CH:3]=1.N[CH2:15][CH2:16][N:17]1[CH2:22][CH2:21][O:20][CH2:19][CH2:18]1>CCO>[Cl:1][C:2]1[CH:7]=[CH:6][C:5]([N+:8]([O-:10])=[O:9])=[C:4]([NH:11][CH2:15][CH2:16][N:17]2[CH2:22][CH2:21][O:20][CH2:19][CH2:18]2)[CH:3]=1. Reported procedure: A mixture of 19.5 g of 4-chloro-1,2-dinitrobenzene and 35 g of 4-(2-aminoethyl)morpholine in 180 ml of EtOH is stirred for 20 hours at RT. The precipitate formed is filtered off and washed with iso ether to give 17.1 g of the expected product after crystallization twice in succession from isopropanol. Reactants: C1(=CC=CC=C1)S(=O)(=O)Cl (Benzenesulfonyl chloride), C(C)(C)N(C(C)C)CC (N,N-diisopropylethylamine), CNCC(C1=CC=CC=C1)O (α-(methylaminomethyl)benzyl alcohol). Solvent: C1CCOC1 (THF). Reaction conditions: time 30 minute. Product: OC(CN(S(=O)(=O)C1=CC=CC=C1)C)C1=CC=CC=C1 (N-(2-Hydroxy-2-phenylethyl)-N-methylbenzenesulfonamide). RXN SMILES: [CH3:1][NH:2][CH2:3][CH:4]([OH:11])[C:5]1[CH:10]=[CH:9][CH:8]=[CH:7][CH:6]=1.[C:12]1([S:18](Cl)(=[O:20])=[O:19])[CH:17]=[CH:16][CH:15]=[CH:14][CH:13]=1.C(N(CC)C(C)C)(C)C>C1COCC1>[OH:11][CH:4]([C:5]1[CH:10]=[CH:9][CH:8]=[CH:7][CH:6]=1)[CH2:3][N:2]([CH3:1])[S:18]([C:12]1[CH:17]=[CH:16][CH:15]=[CH:14][CH:13]=1)(=[O:20])=[O:19]. Procedure details: A solution of α-(methylaminomethyl)benzyl alcohol (1.00 g, 6.61 mmol) in 15 mL of THF was cooled in an ice bath. Benzenesulfonyl chloride (0.886 mL, 1.23 g, 6.94 mmol) and N,N-diisopropylethylamine (2.3 mL, 1.7 g, 13 mmol) were added and mixture was allowed to warm to room temperature. After 30 min, the solvent was evaporated and the residue was partitioned between 50 mL of ethyl acetate and 40 mL of saturated aqueous sodium bicarbonate. The aqueous layer was extracted with 2×50 mL of ethyl acet... Reactants: C1CCOC1, CCOC(C)=O, CC1(CC(O)CO)CC(c2cccc(Cl)c2)C(c2ccc(Cl)cc2)N(C2C=CCC2)C1=O, [O-][I+3]([O-])([O-])[O-], [Na+], O. The product is CC1(CC=O)CC(c2cccc(Cl)c2)C(c2ccc(Cl)cc2)N(C2C=CCC2)C1=O. As a reaction SMILES: [CH2:39]1[O:40][CH2:41][CH2:42][CH2:43]1.[CH3:45][CH2:46][O:47][C:48]([CH3:49])=[O:50].[Cl:1][c:2]1[cH:3][c:4]([CH:8]2[CH2:9][C:10]([CH3:27])([CH2:28][CH:29]([CH2:30][OH:31])[OH:32])[C:11](=[O:26])[N:12]([CH:21]3[CH:22]=[CH:23][CH2:24][CH2:25]3)[CH:13]2[c:14]2[cH:15][cH:16][c:17]([Cl:20])[cH:18][cH:19]2)[cH:5][cH:6][cH:7]1.[I+3:33]([O-:34])([O-:35])([O-:36])[O-:37].[Na+:38].[OH2:44]>>[Cl:1][c:2]1[cH:3][c:4]([CH:8]2[CH2:9][C:10]([CH3:27])([CH2:28][CH:29]=[O:32])[C:11](=[O:26])[N:12]([CH:21]3[CH:22]=[CH:23][CH2:24][CH2:25]3)[CH:13]2[c:14]2[cH:15][cH:16][c:17]([Cl:20])[cH:18][cH:19]2)[cH:5][cH:6][cH:7]1. Starting materials: C(C#C)O (propargyl alcohol), BrC=1C=NC=CC1 (3-bromopyridine), C([O-])([O-])=O.[K+].[K+] (potassium carbonate). Reagents/catalysts: [Pd] (palladium-activated carbon), [Cu](I)I (copper iodide), C1(=CC=CC=C1)P(C1=CC=CC=C1)C1=CC=CC=C1 (triphenyl phosphine). Solvent: C(OC)COC (dimethoxyethane). Reaction conditions: time 30 minute. Product: N1=CC(=CC=C1)C#CCO (1-(3-pyridyl)-1-propyn-3-ol). Yield: 90.1%. RXN SMILES: Br[C:2]1[CH:3]=[N:4][CH:5]=[CH:6][CH:7]=1.C(=O)([O-])[O-].[K+].[K+].[CH2:14]([OH:17])[C:15]#[CH:16]>C(COC)OC.[Pd].[Cu](I)I.C1(P(C2C=CC=CC=2)C2C=CC=CC=2)C=CC=CC=1>[N:4]1[CH:5]=[CH:6][CH:7]=[C:2]([C:16]#[C:15][CH2:14][OH:17])[CH:3]=1 |f:1.2.3|. Reported procedure: 25.8 g of 3-bromopyridine, 3.47 g of 10% palladium-activated carbon (Pd—C), 3.41 g of triphenyl phosphine, 56.4 g of potassium carbonate and 1.24 g of copper iodide were dissolved in 250 ml of 50% aqueous dimethoxyethane solution, followed by stirring at room temperature for 30 minutes. Then, 22.9 g of propargyl alcohol was added thereto, followed by heating at 80° C. for 16 hours under stirring. After cooling, the insolubles were removed, the dimethoxyethane was distilled off in vacuo. Thereaft...